Dataset: the Open Reaction Database (ORD), a public repository of structured organic reaction records. Task: describe an organic reaction: reactants, conditions, products, and yield Reactants: S(=O)(=O)(Cl)Cl (Sulphuryl chloride), OC1=CC(=C(C(=O)O)C=C1)C1=CC=C(C=C1)F (4-hydroxy-2-(4-fluorophenyl)benzoic acid), CO (methanol). Yields the product CCCC(C)C (isohexane), OC1=CC(=C(C(=O)OC)C=C1)C1=CC=C(C=C1)F (methyl 4-hydroxy-2-(4-fluorophenyl)benzoate). Isolated yield 65.0%. RXN SMILES: S(Cl)(Cl)(=O)=O.[OH:6][C:7]1[CH:15]=[CH:14][C:10]([C:11]([OH:13])=[O:12])=[C:9]([C:16]2[CH:21]=[CH:20][C:19]([F:22])=[CH:18][CH:17]=2)[CH:8]=1.[CH3:23]O>>[CH3:15][CH2:7][CH2:8][CH:9]([CH3:16])[CH3:10].[OH:6][C:7]1[CH:15]=[CH:14][C:10]([C:11]([O:13][CH3:23])=[O:12])=[C:9]([C:16]2[CH:21]=[CH:20][C:19]([F:22])=[CH:18][CH:17]=2)[CH:8]=1. Procedure details: Sulphuryl chloride (4.4 ml) was carefully added to a solution of 4-hydroxy-2-(4-fluorophenyl)benzoic acid (20.8 g, 0.0896 mol) (from Example 32) in methanol (220 ml) and the mixture heated at reflux for 16 hours. The solvent was removed under reduced pressure and the residue partitioned between ethyl acetate and aqueous NaHCO3 (pH ˜8). The organic phase was washed with water, brine, dried (MgSO4), filtered and evaporated to give a sticky brown solid which, on trituration with isohexane, gave met...